From a dataset of the Open Reaction Database (ORD), a public repository of structured organic reaction records. describe an organic reaction: reactants, conditions, products, and yield Reactants: CC(=O)Nc1ccc2c(c1)CCc1ccc(C(=O)O)cc1S2, CC(=O)O, O, O=S(=O)(O)O. Yields the product Nc1ccc2c(c1)CCc1ccc(C(=O)O)cc1S2. As a reaction SMILES: [C:1](=[O:2])([CH3:3])[NH:4][c:5]1[cH:6][cH:7][c:8]2[c:9]([cH:22]1)[CH2:10][CH2:11][c:12]1[c:13]([cH:15][c:16]([C:19](=[O:20])[OH:21])[cH:17][cH:18]1)[S:14]2.[CH3:23][C:24](=[O:25])[OH:26].[OH2:32].[S:27](=[O:28])(=[O:29])([OH:30])[OH:31]>>[NH2:4][c:5]1[cH:6][cH:7][c:8]2[c:9]([cH:22]1)[CH2:10][CH2:11][c:12]1[c:13]([cH:15][c:16]([C:19](=[O:20])[OH:21])[cH:17][cH:18]1)[S:14]2. The reactants are C(C)OC(C1=C(C=C(C=C1)O)Cl)=O (2-chloro-4-hydroxy-benzoic acid ethyl ester), C([O-])([O-])=O.[K+].[K+] (potassium carbonate), BrCC1=CC=CC=C1 (bromomethylbenzene). Run in C(C)C(=O)C (methyl ethyl ketone). Yields the product C(C)OC(C1=C(C=C(C=C1)OCC1=CC=CC=C1)Cl)=O (4-benzyloxy-2-chloro-benzoic acid ethyl ester). Isolated yield 86.9%. RXN SMILES: [CH2:1]([O:3][C:4](=[O:13])[C:5]1[CH:10]=[CH:9][C:8]([OH:11])=[CH:7][C:6]=1[Cl:12])[CH3:2].C(=O)([O-])[O-].[K+].[K+].Br[CH2:21][C:22]1[CH:27]=[CH:26][CH:25]=[CH:24][CH:23]=1>C(C(C)=O)C>[CH2:1]([O:3][C:4](=[O:13])[C:5]1[CH:10]=[CH:9][C:8]([O:11][CH2:21][C:22]2[CH:27]=[CH:26][CH:25]=[CH:24][CH:23]=2)=[CH:7][C:6]=1[Cl:12])[CH3:2] |f:1.2.3|. Reported procedure: 16.76 g (83.5 mmol) of 2-chloro-4-hydroxy-benzoic acid ethyl ester and 23.1 g (167 mmol) of potassium carbonate were added to 100 mL of methyl ethyl ketone followed by the addition of 17.1 g (100 mmol) of bromomethylbenzene while stirring. After refluxing for 28 hours, the mixture was cooled and filtered. The filtrate was concentrated and the residue was purified by silica gel column chromatography to obtain 21.1 g of a light yellow solid. Reactants: CCS(=O)(=O)N1CCC(c2c[nH]c3c(C(N)=O)cc(Br)cc23)CC1, CCC(C)CNCc1ccc(B(O)O)s1, [K+], [K+], O=C([O-])[O-], C1COCCO1, O, c1ccc(P(c2ccccc2)(c2ccccc2)[Pd](P(c2ccccc2)(c2ccccc2)c2ccccc2)(P(c2ccccc2)(c2ccccc2)c2ccccc2)P(c2ccccc2)(c2ccccc2)c2ccccc2)cc1. Yields the product CCC(C)CNCc1ccc(-c2cc(C(N)=O)c3[nH]cc(C4CCN(S(=O)(=O)CC)CC4)c3c2)s1. RXN SMILES: [Br:16][c:17]1[cH:18][c:19]2[c:20]([CH:29]3[CH2:30][CH2:31][N:32]([S:35](=[O:36])(=[O:37])[CH2:38][CH3:39])[CH2:33][CH2:34]3)[cH:21][nH:22][c:23]2[c:24]([C:26](=[O:27])[NH2:28])[cH:25]1.[CH3:1][CH:2]([CH2:3][NH:4][CH2:5][c:6]1[cH:7][cH:8][c:9]([B:11]([OH:12])[OH:13])[s:10]1)[CH2:14][CH3:15].[K+:40].[K+:41].[O-:42][C:43]([O-:44])=[O:45].[O:46]1[CH2:47][CH2:48][O:49][CH2:50][CH2:51]1.[OH2:129].[cH:52]1[cH:53][cH:54][c:55]([P:56]([Pd:57]([P:58]([c:59]2[cH:60][cH:61][cH:62][cH:63][cH:64]2)([c:65]2[cH:66][cH:67][cH:68][cH:69][cH:70]2)[c:71]2[cH:72][cH:73][cH:74][cH:75][cH:76]2)([P:77]([c:78]2[cH:79][cH:80][cH:81][cH:82][cH:83]2)([c:84]2[cH:85][cH:86][cH:87][cH:88][cH:89]2)[c:90]2[cH:91][cH:92][cH:93][cH:94][cH:95]2)[P:96]([c:97]2[cH:98][cH:99][cH:100][cH:101][cH:102]2)([c:103]2[cH:104][cH:105][cH:106][cH:107][cH:108]2)[c:109]2[cH:110][cH:111][cH:112][cH:113][cH:114]2)([c:115]2[cH:116][cH:117][cH:118][cH:119][cH:120]2)[c:121]2[cH:122][cH:123][cH:124][cH:125][cH:126]2)[cH:127][cH:128]1>>[CH3:1][CH:2]([CH2:3][NH:4][CH2:5][c:6]1[cH:7][cH:8][c:9](-[c:17]2[cH:18][c:19]3[c:20]([CH:29]4[CH2:30][CH2:31][N:32]([S:35](=[O:36])(=[O:37])[CH2:38][CH3:39])[CH2:33][CH2:34]4)[cH:21][nH:22][c:23]3[c:24]([C:26](=[O:27])[NH2:28])[cH:25]2)[s:10]1)[CH2:14][CH3:15].